This data is from the Open Reaction Database (ORD), a public repository of structured organic reaction records. The task is: describe an organic reaction: reactants, conditions, products, and yield Reactants: CNC1CCN(C)CC1, CN(C)C=O, O=C(Nc1cc(Oc2ccc(NC(=O)C3(C(=O)Nc4ccc(F)cc4)CC3)cc2F)ncn1)Oc1ccccc1. Yields the product CN1CCC(N(C)C(=O)Nc2cc(Oc3ccc(NC(=O)C4(C(=O)Nc5ccc(F)cc5)CC4)cc3F)ncn2)CC1. RXN SMILES: [CH3:41][N:42]1[CH2:43][CH2:44][CH:45]([NH:48][CH3:49])[CH2:46][CH2:47]1.[CH3:50][N:51]([CH3:52])[CH:53]=[O:54].[c:1]1([O:7][C:8](=[O:2])[NH:9][c:10]2[n:11][cH:12][n:13][c:14]([O:16][c:17]3[c:18]([F:39])[cH:19][c:20]([NH:23][C:24](=[O:25])[C:26]4([C:29]([NH:30][c:31]5[cH:32][cH:33][c:34]([F:37])[cH:35][cH:36]5)=[O:38])[CH2:27][CH2:28]4)[cH:21][cH:22]3)[cH:15]2)[cH:3][cH:4][cH:5][cH:6][cH:40]1>>[O:7]=[C:8]([NH:9][c:10]1[n:11][cH:12][n:13][c:14]([O:16][c:17]2[c:18]([F:39])[cH:19][c:20]([NH:23][C:24](=[O:25])[C:26]3([C:29]([NH:30][c:31]4[cH:32][cH:33][c:34]([F:37])[cH:35][cH:36]4)=[O:38])[CH2:27][CH2:28]3)[cH:21][cH:22]2)[cH:15]1)[N:48]([CH:45]1[CH2:44][CH2:43][N:42]([CH3:41])[CH2:47][CH2:46]1)[CH3:49]. As a reaction SMILES: [Si]([O:8][CH2:9][C@@H:10]([NH:18][C:19]1[C:20]2[CH2:28][N:27]([C:29]3[CH:36]=[CH:35][C:34]([CH3:37])=[CH:33][C:30]=3[C:31]#[N:32])[CH2:26][CH2:25][C:21]=2[N:22]=[CH:23][N:24]=1)[C:11]1[CH:12]=[N:13][C:14]([CH3:17])=[N:15][CH:16]=1)(C(C)(C)C)(C)C.CCCC[N+](CCCC)(CCCC)CCCC.[F-].O.CCOC(C)=O>C1COCC1>[OH:8][CH2:9][C@@H:10]([NH:18][C:19]1[C:20]2[CH2:28][N:27]([C:29]3[CH:36]=[CH:35][C:34]([CH3:37])=[CH:33][C:30]=3[C:31]#[N:32])[CH2:26][CH2:25][C:21]=2[N:22]=[CH:23][N:24]=1)[C:11]1[CH:16]=[N:15][C:14]([CH3:17])=[N:13][CH:12]=1 |f:1.2|. Reaction conditions: time 10 minute. Procedure details: To a solution of (S)-2-(4-(2-(tert-butyldimethylsilyloxy)-1-(2-methylpyrimidin-5-yl)ethylamino)-7,8-dihydropyrido[4,3-d]pyrimidin-6(5H)-yl)-5-methylbenzonitrile (630 mg, 1.22 mmol) in THF (10 mL) was added 1M TBAF in THF (5 mL). The reaction mixture was stirred at room temperature for 10 minutes, and then treated with water and EtOAc. The organic layer was washed with aq. NaHCO3 and brine, dried (MgSO4), and concentrated. The residue was washed by ethyl ether to yield a light colored solid. The reactants are [Si](C)(C)(C(C)(C)C)OC[C@H](C=1C=NC(=NC1)C)NC=1C2=C(N=CN1)CCN(C2)C2=C(C#N)C=C(C=C2)C ((S)-2-(4-(2-(tert-butyldimethylsilyloxy)-1-(2-methylpyrimidin-5-yl)ethylamino)-7,8-dihydropyrido[4,3-d]pyrimidin-6(5H)-yl)-5-methylbenzonitrile), CCCC[N+](CCCC)(CCCC)CCCC.[F-] (TBAF), O (water), CCOC(=O)C (EtOAc). Yields the product OC[C@H](C=1C=NC(=NC1)C)NC=1C2=C(N=CN1)CCN(C2)C2=C(C#N)C=C(C=C2)C (2-{4-[(S)-2-Hydroxy-1-(2-methyl-pyrimidin-5-yl)-ethylamino]-7,8-dihydro-5H-pyrido[4,3-d]pyrimidin-6-yl}-5-methyl-benzonitrile). Solvent: C1CCOC1 (THF), C1CCOC1 (THF). Starting materials: C(C=C)OCC1CN(C(CO1)=O)CCC (2-allyloxymethyl-4-n-propylmorpholin-5-one), [H-].[Al+3].[Li+].[H-].[H-].[H-] (lithium aluminium hydride), O (water), [H-].[Al+3].[Li+].[H-].[H-].[H-] (lithium aluminium hydride). Solvent: CCOCC (ether), CCOCC (ether). Conditions: time 18 hour. Yields the product C(C=C)OCC1CN(CCO1)CCC (2-allyloxymethyl-4-n-propylmorpholine), oil. Reaction SMILES: [CH2:1]([O:4][CH2:5][CH:6]1[O:11][CH2:10][C:9](=O)[N:8]([CH2:13][CH2:14][CH3:15])[CH2:7]1)[CH:2]=[CH2:3].[H-].[Al+3].[Li+].[H-].[H-].[H-].O>CCOCC>[CH2:1]([O:4][CH2:5][CH:6]1[O:11][CH2:10][CH2:9][N:8]([CH2:13][CH2:14][CH3:15])[CH2:7]1)[CH:2]=[CH2:3] |f:1.2.3.4.5.6|. Procedure details: A solution of 2-allyloxymethyl-4-n-propylmorpholin-5-one (65 g.) in dry ether (100 ml.) is added slowly with stirring to a suspension of lithium aluminium hydride (17.5 g.) in dry ether (700 ml.). The rate of addition is adjusted so that the reaction mixture refluxes gently. When the addition is complete the reaction mixture is stirred at ambient temperature (18°-20° C.) for 18 hours and then water (90 ml.) is added very carefully dropwise to decompose the complex and excess of lithium aluminium... The reactants are C(C)(C)(C)C1=CC=C(C=C1)NC(=O)NCCCN(C)C[C@H]1O[C@H]([C@@H]([C@@H]1O)O)N1C=CC2=C1N=CN=C2NCC2=C(C=C(C=C2)OC)OC (1-(4-(tert-butyl)phenyl)-3-(3-((((2R,3S,4R,5R)-5-(4-((2,4-dimethoxybenzyl)amino)-7H-pyrrolo[2,3-d]pyrimidin-7-yl)-3,4-dihydroxytetrahydrofuran-2-yl)methyl)(methyl)amino)propyl)urea), Cl (HCl), O (water). Run in CO (methanol). The product is Cl.C(C)(C)(C)C1=CC=C(C=C1)NC(=O)NCCCN(C)C[C@H]1O[C@H]([C@@H]([C@@H]1O)O)N1C=CC2=C1N=CN=C2NCC2=C(C=C(C=C2)OC)OC (1-(4-(tert-butyl)phenyl)-3-(3-((((2R,3S,4R,5R)-5-(4-((2,4-dimethoxybenzyl)amino)-7H-pyrrolo[2,3-d]pyrimidin-7-yl)-3,4-dihydroxytetrahydrofuran-2-yl)methyl)(methyl)amino)propyl)urea hydrochloride). Yield: 73.4%. RXN SMILES: [C:1]([C:5]1[CH:10]=[CH:9][C:8]([NH:11][C:12]([NH:14][CH2:15][CH2:16][CH2:17][N:18]([CH2:20][C@@H:21]2[C@@H:25]([OH:26])[C@@H:24]([OH:27])[C@H:23]([N:28]3[C:32]4[N:33]=[CH:34][N:35]=[C:36]([NH:37][CH2:38][C:39]5[CH:44]=[CH:43][C:42]([O:45][CH3:46])=[CH:41][C:40]=5[O:47][CH3:48])[C:31]=4[CH:30]=[CH:29]3)[O:22]2)[CH3:19])=[O:13])=[CH:7][CH:6]=1)([CH3:4])([CH3:3])[CH3:2].[ClH:49].O>CO>[ClH:49].[C:1]([C:5]1[CH:10]=[CH:9][C:8]([NH:11][C:12]([NH:14][CH2:15][CH2:16][CH2:17][N:18]([CH2:20][C@@H:21]2[C@@H:25]([OH:26])[C@@H:24]([OH:27])[C@H:23]([N:28]3[C:32]4[N:33]=[CH:34][N:35]=[C:36]([NH:37][CH2:38][C:39]5[CH:44]=[CH:43][C:42]([O:45][CH3:46])=[CH:41][C:40]=5[O:47][CH3:48])[C:31]=4[CH:30]=[CH:29]3)[O:22]2)[CH3:19])=[O:13])=[CH:7][CH:6]=1)([CH3:4])([CH3:2])[CH3:3] |f:4.5|. Procedure: A solution of 1-(4-(tert-butyl)phenyl)-3-(3-((((2R,3S,4R,5R)-5-(4-((2,4-dimethoxybenzyl)amino)-7H-pyrrolo[2,3-d]pyrimidin-7-yl)-3,4-dihydroxytetrahydrofuran-2-yl)methyl)(methyl)amino)propyl)urea (20 mg, 0.039 mmol) in methanol (0.7 mL) was added to a mixture of 0.1N HCl (0.39 mL, 0.039 mmol) and water (2.0 mL). The colorless solution was concentrated in vacuo to remove the methanol. The solution was lyophilized to yield the title compound (20 mg, 93%) as a white solid: 1H NMR (400 MHz, D2O) ppm ... The reactants are Clc1sc(CN2CCOCC2)cc1Br, [Li]CCCC, CON(C)C(C)=O, CCOCC. Yields the product CC(=O)c1cc(CN2CCOCC2)sc1Cl. Reaction SMILES: [Br:1][c:2]1[cH:3][c:4]([CH2:8][N:9]2[CH2:10][CH2:11][O:12][CH2:13][CH2:14]2)[s:5][c:6]1[Cl:7].[CH2:15]([Li:16])[CH2:17][CH2:18][CH3:19].[CH3:20][O:21][N:22]([C:23]([CH3:24])=[O:25])[CH3:26].[CH3:27][CH2:28][O:29][CH2:30][CH3:31]>>[c:2]1([C:23]([CH3:24])=[O:25])[cH:3][c:4]([CH2:8][N:9]2[CH2:10][CH2:11][O:12][CH2:13][CH2:14]2)[s:5][c:6]1[Cl:7]. Yield: 42.3%. The reactants are COC(C1=CC(=CC(=C1)N1C(CCC1)=O)N)=O (3-amino-5-(2-oxo-pyrrolidin-1-yl)-benzoic acid methyl ester), C(C)(=O)O[BH-](OC(C)=O)OC(C)=O.[Na+] (sodium triacetoxyborohydride), C(CC)=O (propionaldehyde), CC(=O)O (CH3COOH). RXN SMILES: [CH3:1][O:2][C:3](=[O:17])[C:4]1[CH:9]=[C:8]([N:10]2[CH2:14][CH2:13][CH2:12][C:11]2=[O:15])[CH:7]=[C:6]([NH2:16])[CH:5]=1.C(O[BH-](OC(=O)C)OC(=O)C)(=O)C.[Na+].[CH:32](=O)[CH2:33][CH3:34].CC(O)=O>C(Cl)Cl>[CH3:1][O:2][C:3](=[O:17])[C:4]1[CH:5]=[C:6]([NH:16][CH2:32][CH2:33][CH3:34])[CH:7]=[C:8]([N:10]2[CH2:14][CH2:13][CH2:12][C:11]2=[O:15])[CH:9]=1 |f:1.2|. Reported procedure: To a solution of 3-amino-5-(2-oxo-pyrrolidin-1-yl)-benzoic acid methyl ester (D4a) (500 mg, 2,14 mmol, 1 equiv) in (CH2Cl)2 (10 ml) was added sodium triacetoxyborohydride (640 mg, 3.02 mmol, 1.4 equiv), propionaldehyde (0.156 ml, 2.14 mmol, 1 equiv) and CH3COOH (0.125 ml, 2.18 mmol, 1.02 equiv) The resulting mixture was stirred at room temperature for 2 h, diluted with CH2Cl2 (20 ml), washed with saturated aqueous NaHCO3 solution (20 ml), dried over MgSO4 and concentrated in vacuo. Purification ... Product: COC(C1=CC(=CC(=C1)NCCC)N1C(CCC1)=O)=O (3-(2-Oxo-pyrrolidin-1-yl)-5-propylamino-benzoic acid methyl ester). Run in C(Cl)Cl (CH2Cl2), (CH2Cl)2. Run at time 2 hour.